From a dataset of the Open Reaction Database (ORD), a public repository of structured organic reaction records. describe an organic reaction: reactants, conditions, products, and yield Reactants: CCN(CC)C(=O)c1ccc(NCCN2CCOCC2)c([N+](=O)[O-])c1, CO. The product is CCN(CC)C(=O)c1ccc(NCCN2CCOCC2)c(N)c1. Reaction SMILES: [CH2:1]([CH3:2])[N:3]([C:4]([c:5]1[cH:6][c:7]([N+:20]([O-:21])=[O:22])[c:8]([NH:11][CH2:12][CH2:13][N:14]2[CH2:15][CH2:16][O:17][CH2:18][CH2:19]2)[cH:9][cH:10]1)=[O:23])[CH2:24][CH3:25].[CH3:26][OH:27]>>[CH2:1]([CH3:2])[N:3]([C:4]([c:5]1[cH:6][c:7]([NH2:20])[c:8]([NH:11][CH2:12][CH2:13][N:14]2[CH2:15][CH2:16][O:17][CH2:18][CH2:19]2)[cH:9][cH:10]1)=[O:23])[CH2:24][CH3:25].